From a dataset of the Open Reaction Database (ORD), a public repository of structured organic reaction records. describe an organic reaction: reactants, conditions, products, and yield Product: COC1=CC=C(C=C1)C1=C(C=2C=CC=C3C2N1CC(O3)CCCN3CCN(CC3)C3=NC=CC(=C3)C)C (2,3-Dihydro-5-(4-methoxyphenyl)-6-methyl-2-[3-(4-(4-methylpyridin-2-yl)piperazin-1-yl)propyl]pyrrolo[1,2,3-de]-1,4-benzoxazine). Procedure: 1 g of 2,3-dihydro-5-(4-methoxyphenyl)-6-methyl-2-[3-(4-(4-methylpyridin-1-yl)piperazin-1-yl) -3-oxopropyl]pyrrolo[1,2,3-de]-1,4-benzoxazine (prepared according to Example 6)) was dissolved in 15 ml of anhydrous tetrahydrofuran under a nitrogen atmosphere. 12 ml of a 1 molar borane-tetrahydrofuran complex were added to the solution. The reaction mixture was stirred and heated to reflux for 2 hours. 25 ml of a 6N hydrochloric acid solution were then added and the reaction mixture was stirred for ... As a reaction SMILES: [CH3:1][O:2][C:3]1[CH:8]=[CH:7][C:6]([C:9]2[N:17]3[CH2:18][CH:19]([CH2:21][CH2:22][C:23]([N:25]4[CH2:30][CH2:29][N:28]([C:31]5[CH:36]=[C:35]([CH3:37])[CH:34]=[CH:33][N:32]=5)[CH2:27][CH2:26]4)=O)[O:20][C:15]4[C:16]3=[C:11]([CH:12]=[CH:13][CH:14]=4)[C:10]=2[CH3:38])=[CH:5][CH:4]=1.Cl>O1CCCC1.O>[CH3:1][O:2][C:3]1[CH:4]=[CH:5][C:6]([C:9]2[N:17]3[CH2:18][CH:19]([CH2:21][CH2:22][CH2:23][N:25]4[CH2:26][CH2:27][N:28]([C:31]5[CH:36]=[C:35]([CH3:37])[CH:34]=[CH:33][N:32]=5)[CH2:29][CH2:30]4)[O:20][C:15]4[C:16]3=[C:11]([CH:12]=[CH:13][CH:14]=4)[C:10]=2[CH3:38])=[CH:7][CH:8]=1. Run in O1CCCC1 (tetrahydrofuran), O (water). Starting materials: COC1=CC=C(C=C1)C1=C(C=2C=CC=C3C2N1CC(O3)CCC(=O)N3CCN(CC3)C3=NC=CC(=C3)C)C (2,3-Dihydro-5-(4-methoxyphenyl)-6-methyl-2-[3-(4-(4-methylpyridin-2-yl)piperazin-1-yl)-3-oxopropyl]pyrrolo[1,2,3-de]-1,4-benzoxazine), Cl (hydrochloric acid). Reactants: CC(C)O, CO, CCOCC, Cl, CCCC(N)C(N)CCCc1ccc(OCC(O)CO)cc1, CSC(=N)NC(=O)c1nc(Cl)c(N)nc1N. The product is CCCC1NC(=NC(=O)c2nc(Cl)c(N)nc2N)NC1CCCc1ccc(OCC(O)CO)cc1. As a reaction SMILES: [CH3:40][CH:41]([OH:42])[CH3:43].[CH3:44][OH:45].[CH3:46][CH2:47][O:48][CH2:49][CH3:50].[ClH:39].[NH2:1][CH:2]([CH2:3][CH2:4][CH2:5][c:6]1[cH:7][cH:8][c:9]([O:10][CH2:11][CH:12]([CH2:13][OH:14])[OH:15])[cH:16][cH:17]1)[CH:18]([CH2:19][CH2:20][CH3:21])[NH2:22].[NH2:23][c:24]1[c:25]([C:32](=[O:33])[NH:34][C:35](=[NH:36])[S:37][CH3:38])[n:26][c:27]([Cl:31])[c:28]([NH2:30])[n:29]1>>[NH:1]1[CH:2]([CH2:3][CH2:4][CH2:5][c:6]2[cH:7][cH:8][c:9]([O:10][CH2:11][CH:12]([CH2:13][OH:14])[OH:15])[cH:16][cH:17]2)[CH:18]([CH2:19][CH2:20][CH3:21])[NH:22][C:35]1=[N:34][C:32]([c:25]1[c:24]([NH2:23])[n:29][c:28]([NH2:30])[c:27]([Cl:31])[n:26]1)=[O:33]. Reactants: NC1C=2N=CN(C2N=CN1)CC(C(=O)OC)CC(=O)OC (2-[(1,6-dihydro-6-amino-9H-purin-9-yl)methyl]butanedioic acid, dimethyl ester), N(=O)[O-].[Na+] (NaNO2), N(=O)[O-].[Na+] (NaNO2), C(C)(=O)O (acetic acid), C(C)OCC (ethyl ether). Solvent: O (H2O), O (H2O). Yields the product O=C1C=2N=CN(C2N=CN1)CC(CC(=O)O)C(=O)O (3-[(1,6-dihydro-6-oxo-9H-purin-9-yl)methyl]butanedioicacid). Yield: 31.0%. Reaction SMILES: N[CH:2]1[NH:10][CH:9]=[N:8][C:7]2[N:6]([CH2:11][CH:12]([CH2:17][C:18]([O:20]C)=[O:19])[C:13]([O:15]C)=[O:14])[CH:5]=[N:4][C:3]1=2.C(O)(=[O:24])C.N([O-])=O.[Na+].C(OCC)C>O>[O:24]=[C:2]1[NH:10][CH:9]=[N:8][C:7]2[N:6]([CH2:11][CH:12]([C:13]([OH:15])=[O:14])[CH2:17][C:18]([OH:20])=[O:19])[CH:5]=[N:4][C:3]1=2 |f:2.3|. Procedure details: 2.00 g (6.82 mmol) of 2-[(1,6-dihydro-6-amino-9H-purin-9-yl)methyl]butanedioic acid, dimethyl ester (AIT-0073) was placed into a 50 ml round bottom flask equipped with a magnetic stirring bar. Then 10 ml glacial acetic acid was added and the solution was stirred until homogeneous. 2.35 g (34.10 mmol) of NaNO2 in 4 ml of H2O was added to the stirring solution dropwise. The stoppered solution was stirred for 24 hours at room temperature. An additional 0.775 g (11.23 mmol) of NaNO2 in 1 ml H2O was ... Reactants: C1(=CC=CC=C1)C1NCCNC1 (2-phenylpiperazine), BrC1=CC=C(C(=O)Cl)C=C1 (4-bromobenzoyl chloride). The solvent is ClCCl (dichloromethane), ClCCl (dichloromethane), ClCCl (dichloromethane). Conditions: temperature 0 celsius, time 0.5 hour. Product: BrC1=CC=C(C=C1)C(=O)N1CC(NCC1)C1=CC=CC=C1 ((4-bromo-phenyl)-(3-phenyl-piperazin-1-yl)-methanone). As a reaction SMILES: [C:1]1([CH:7]2[CH2:12][NH:11][CH2:10][CH2:9][NH:8]2)[CH:6]=[CH:5][CH:4]=[CH:3][CH:2]=1.[Br:13][C:14]1[CH:22]=[CH:21][C:17]([C:18](Cl)=[O:19])=[CH:16][CH:15]=1>ClCCl>[Br:13][C:14]1[CH:22]=[CH:21][C:17]([C:18]([N:11]2[CH2:10][CH2:9][NH:8][CH:7]([C:1]3[CH:2]=[CH:3][CH:4]=[CH:5][CH:6]=3)[CH2:12]2)=[O:19])=[CH:16][CH:15]=1. Procedure details: This compound could be made in the following manner: 500 mg of 2-phenylpiperazine would be dissolved in dichloromethane and cooled to 0° C. A solution of 0.5 equiv. of 4-bromobenzoyl chloride in dichloromethane would be added dropwise over 1 h at 0° C. The reaction would be stirred at 0° C. for 0.5 h, then allowed to warm to room temperature and stirred for a further 3 h until complete conversion. The reaction mixture would be diluted with dichloromethane, washed with 1M aqueous sodium hydroxide... Reactants: FC1([C@@]2(N=C(OC1)N)CC(OC1=CC=C(C=C12)N)(C)C)F ((R)-5′,5′-difluoro-2,2-dimethyl-5′,6′-dihydrospiro[chroman-4,4′-[1,3]oxazine]-2′,6-diamine), ClC=1C=CC(=NC1)C(=O)O (5-chloropicolinic acid). The product is NC=1OCC([C@@]2(N1)CC(OC1=CC=C(C=C12)NC(C1=NC=C(C=C1)Cl)=O)(C)C)(F)F ((R)—N-(2′-Amino-5′,5′-difluoro-2,2-dimethyl-5′,6′-dihydrospiro[chroman-4,4′-[1,3]oxazine]-6-yl)-5-chloropicolinamide). Isolated yield 85.0%. As a reaction SMILES: [F:1][C:2]1([F:21])[CH2:7][O:6][C:5]([NH2:8])=[N:4][C@@:3]21[C:17]1[C:12](=[CH:13][CH:14]=[C:15]([NH2:18])[CH:16]=1)[O:11][C:10]([CH3:20])([CH3:19])[CH2:9]2.[Cl:22][C:23]1[CH:24]=[CH:25][C:26]([C:29](O)=[O:30])=[N:27][CH:28]=1>>[NH2:8][C:5]1[O:6][CH2:7][C:2]([F:1])([F:21])[C@@:3]2([C:17]3[C:12](=[CH:13][CH:14]=[C:15]([NH:18][C:29](=[O:30])[C:26]4[CH:25]=[CH:24][C:23]([Cl:22])=[CH:28][N:27]=4)[CH:16]=3)[O:11][C:10]([CH3:19])([CH3:20])[CH2:9]2)[N:4]=1. Procedure: The condensation of (R)-5′,5′-difluoro-2,2-dimethyl-5′,6′-dihydrospiro[chroman-4,4′-[1,3]oxazine]-2′,6-diamine (intermediate B7.3) and 5-chloropicolinic acid yielded the title compound (85% yield) as a white solid. MS (ISP): m/z=437.1 [M+H]+.